This data is from the Open Reaction Database (ORD), a public repository of structured organic reaction records. The task is: describe an organic reaction: reactants, conditions, products, and yield Reactants: CN[C@@H]1CC[C@H](CC1)CCCCOS(=O)(=O)C (trans-Methanesulfonic acid 4-(4-methylamino-cyclohexyl)-butyl ester), C(C=C)NC (N-allyl-N-methylamine), FC(C(=O)O)(F)F (trifluoro-acetic acid), FC(C1=CC=C(C=C1)S(=O)(=O)Cl)(F)F (4-trifluoromethyl-phenyl-sulfonylchloride). The product is C(C=C)N(CCCC[C@@H]1CC[C@H](CC1)N(S(=O)(=O)C1=CC=C(C=C1)C(F)(F)F)C)C (trans-N-{4-[4-(Allyl-methyl-amino)-butyl]-cyclohexyl}-N-methyl-4-trifluoromethyl-benzenesulfonamide). Reaction SMILES: [CH3:1][NH:2][C@H:3]1[CH2:8][CH2:7][C@H:6]([CH2:9][CH2:10][CH2:11][CH2:12]OS(C)(=O)=O)[CH2:5][CH2:4]1.FC(F)(F)C(O)=O.[F:25][C:26]([F:38])([F:37])[C:27]1[CH:32]=[CH:31][C:30]([S:33](Cl)(=[O:35])=[O:34])=[CH:29][CH:28]=1.[CH2:39]([NH:42][CH3:43])[CH:40]=[CH2:41]>>[CH2:39]([N:42]([CH3:43])[CH2:12][CH2:11][CH2:10][CH2:9][C@H:6]1[CH2:5][CH2:4][C@H:3]([N:2]([CH3:1])[S:33]([C:30]2[CH:31]=[CH:32][C:27]([C:26]([F:38])([F:37])[F:25])=[CH:28][CH:29]=2)(=[O:35])=[O:34])[CH2:8][CH2:7]1)[CH:40]=[CH2:41]. Procedure: In analogy to examples 31.5 and 31.6, trans-Methanesulfonic acid 4-(4-methylamino-cyclohexyl)-butyl ester.trifluoro-acetic acid and and 4-trifluoromethyl-phenyl-sulfonylchloride were reacted, followed by treatment with N-allyl-N-methylamine to give trans-N-{4-[4-(Allyl-methyl-amino)-butyl]-cyclohexyl}-N-methyl-4-trifluoromethyl-benzenesulfonamide, MS: 447 (MH+). Reaction SMILES: [C:42]([BH3-:43])#[N:44].[C:46](=[O:47])([O-:48])[OH:49].[CH3:24][OH:25].[CH3:26][O-:27].[CH3:51][OH:52].[CH3:57][C:58](=[O:59])[OH:60].[CH:53]([Cl:54])([Cl:55])[Cl:56].[ClH:1].[NH2:2][CH:3]1[CH2:4][CH2:5][N:6]([CH2:9][CH2:10][n:11]2[c:12]3[c:13]([n:14][cH:15][c:16]2=[O:17])[cH:18][cH:19][c:20]([O:22][CH3:23])[n:21]3)[CH2:7][CH2:8]1.[Na+:28].[Na+:45].[Na+:50].[O:29]=[C:30]1[NH:31][c:32]2[c:33]([cH:36][cH:37][c:38]([CH:40]=[O:41])[n:39]2)[S:34][CH2:35]1>>[NH:2]([CH:3]1[CH2:4][CH2:5][N:6]([CH2:9][CH2:10][n:11]2[c:12]3[c:13]([n:14][cH:15][c:16]2=[O:17])[cH:18][cH:19][c:20]([O:22][CH3:23])[n:21]3)[CH2:7][CH2:8]1)[CH2:40][c:38]1[cH:37][cH:36][c:33]2[c:32]([n:39]1)[NH:31][C:30](=[O:29])[CH2:35][S:34]2. Product: COc1ccc2ncc(=O)n(CCN3CCC(NCc4ccc5c(n4)NC(=O)CS5)CC3)c2n1. Reactants: [BH3-]C#N, O=C([O-])O, CO, C[O-], CO, CC(=O)O, ClC(Cl)Cl, Cl, COc1ccc2ncc(=O)n(CCN3CCC(N)CC3)c2n1, [Na+], [Na+], [Na+], O=Cc1ccc2c(n1)NC(=O)CS2.